This data is from the Open Reaction Database (ORD), a public repository of structured organic reaction records. The task is: describe an organic reaction: reactants, conditions, products, and yield Starting materials: FC(C1=CC(=CC=C1)N1CCNCC1)(F)F (N-(α, α, αtrifluoro-m-tolyl)piperazine), ClCCC(COC1=CC=CC=C1)O (4-chloro1-phenoxy-2-butanol), C([O-])([O-])=O.[Na+].[Na+] (sodium carbonate). Run in C(CCC)O (1-butanol). The product is O(C1=CC=CC=C1)CC(CCN1CCN(CC1)C1=CC(=CC=C1)C(F)(F)F)O (1-Phenoxy-4-[4-(3-trifluoromethylphenyl)-1-piperazinyl]2-butanol). Yield: 65.9%. Reaction SMILES: [F:1][C:2]([F:16])([F:15])[C:3]1[CH:8]=[CH:7][CH:6]=[C:5]([N:9]2[CH2:14][CH2:13][NH:12][CH2:11][CH2:10]2)[CH:4]=1.Cl[CH2:18][CH2:19][CH:20]([OH:29])[CH2:21][O:22][C:23]1[CH:28]=[CH:27][CH:26]=[CH:25][CH:24]=1.C(=O)([O-])[O-].[Na+].[Na+]>C(O)CCC>[O:22]([CH2:21][CH:20]([OH:29])[CH2:19][CH2:18][N:12]1[CH2:13][CH2:14][N:9]([C:5]2[CH:6]=[CH:7][CH:8]=[C:3]([C:2]([F:1])([F:15])[F:16])[CH:4]=2)[CH2:10][CH2:11]1)[C:23]1[CH:28]=[CH:27][CH:26]=[CH:25][CH:24]=1 |f:2.3.4|. Procedure details: This compound was prepared according to the procedure of Example 6. A mixture of 3.5 g (0.015 mole) of N-(α, α, αtrifluoro-m-tolyl)piperazine, 3.0 g (0.015 mole) of 4-chloro1-phenoxy-2-butanol and 5.3 g (0.05 mole) of anhydrous sodium carbonate in 100 ml of 1-butanol gave 3.9 g (66%) of white powder, m.p. 83°-84° C. The recrystallizing solvent used in isopropyl alcohol. Starting materials: O (water), O (water), C(NN)(=O)OCC (ethyl carbazate), CN1N=C(C(=C1)C=O)C=1OC(=CC1)[N+](=O)[O-] (1-methyl-3-(5-nitro-2-furyl)pyrazole-4-carboxaldehyde), C(C)(=O)O (acetic acid). Solvent: C(C)O (ethanol), C(C)O (ethanol). The product is C(C)OC(=O)NN=CC=1C(=NN(C1)C)C=1OC(=CC1)[N+](=O)[O-] (1-methyl-3-(5-nitro-2-furyl)pyrazole-4-carboxaldehyde-ethoxycarbonylhydrazone). The yield is 97.0%. RXN SMILES: [C:1]([O:5][CH2:6][CH3:7])(=[O:4])[NH:2][NH2:3].[CH3:8][N:9]1[CH:13]=[C:12]([CH:14]=O)[C:11]([C:16]2[O:17][C:18]([N+:21]([O-:23])=[O:22])=[CH:19][CH:20]=2)=[N:10]1.C(O)(=O)C.O>C(O)C>[CH2:6]([O:5][C:1]([NH:2][N:3]=[CH:14][C:12]1[C:11]([C:16]2[O:17][C:18]([N+:21]([O-:23])=[O:22])=[CH:19][CH:20]=2)=[N:10][N:9]([CH3:8])[CH:13]=1)=[O:4])[CH3:7]. Procedure: Add a solution of 19.5 g of ethyl carbazate in 250 ml of ethanol dropwise to 35 g of 1-methyl-3-(5-nitro-2-furyl)pyrazole-4-carboxaldehyde and 1 ml of glacial acetic acid in 400 ml of ethanol. Stir the resulting reaction mixture for 80 minutes at from 35° to 40° C, and add 650 ml of water dropwise to the thus-obtained suspension at room temperature. Cool in an ice bath and separate the produced precipitate by vacuum filtration. Wash the residue with ethanol/water (1:1) and with water to obtain a... Reactants: [H-].C(C(C)C)[Al+]CC(C)C (diisobutylaluminium hydride), NC1=NC(=C(C(=N1)Cl)CC1=C(C=C(C(=O)OC)C=C1)OC)C (Methyl 4-((2-amino-4-chloro-6-methylpyrimidin-5-yl)methyl)-3-methoxybenzoate), ice water. The solvent is CCOC(=O)C (EtOAc), C1CCOC1 (THF), CCOC(=O)C (EtOAc). Product: NC1=NC(=C(C(=N1)Cl)CC1=C(C=C(C=C1)CO)OC)C ((4-((2-Amino-4-chloro-6-methylpyrimidin-5-yl)methyl)-3-methoxyphenyl)methanol). Reaction SMILES: [H-].C([Al+]CC(C)C)C(C)C.[NH2:11][C:12]1[N:17]=[C:16]([Cl:18])[C:15]([CH2:19][C:20]2[CH:29]=[CH:28][C:23]([C:24](OC)=[O:25])=[CH:22][C:21]=2[O:30][CH3:31])=[C:14]([CH3:32])[N:13]=1>C1COCC1.CCOC(C)=O>[NH2:11][C:12]1[N:17]=[C:16]([Cl:18])[C:15]([CH2:19][C:20]2[CH:29]=[CH:28][C:23]([CH2:24][OH:25])=[CH:22][C:21]=2[O:30][CH3:31])=[C:14]([CH3:32])[N:13]=1 |f:0.1|. Procedure: A solution of diisobutylaluminium hydride (1M in hexanes, 5.44 mL) was added over 10 min to a suspension of the product from example 21 step (iii) (0.5 g) in THF (10 mL) at 0° C. The mixture was allowed to warm to rt and stirred for Ih. EtOAc (10 mL) was added cautiously and then the reaction mixture was added to ice/water (100 mL). The mixture was stirred for 30 min and then diluted with EtOAc (50 mL). The organic phase was separated and the aqueous was extracted with EtOAc. The combined organi...